Dataset: the Open Reaction Database (ORD), a public repository of structured organic reaction records. Task: describe an organic reaction: reactants, conditions, products, and yield Reactants: OC=1C=C(C=CC1)CCCCN1C=NC=C1 (1-[4-(3-hydroxyphenyl)butyl]imidazole), ClCC=1C=CC2=C(N=C(O2)C=2SC=CC2)C1 (5-chloromethyl-2-(2-thienyl)benzoxazole). The product is N1(C=NC=C1)CCCCC=1C=C(OCC=2C=CC3=C(N=C(O3)C=3SC=CC3)C2)C=CC1 (5-[3-[4-(1-imidazolyl)butyl]phenoxymethyl]-2-(2-thienyl)benzoxazole). Isolated yield 70.0%. Reaction SMILES: [OH:1][C:2]1[CH:3]=[C:4]([CH2:8][CH2:9][CH2:10][CH2:11][N:12]2[CH:16]=[CH:15][N:14]=[CH:13]2)[CH:5]=[CH:6][CH:7]=1.Cl[CH2:18][C:19]1[CH:20]=[CH:21][C:22]2[O:26][C:25]([C:27]3[S:28][CH:29]=[CH:30][CH:31]=3)=[N:24][C:23]=2[CH:32]=1>>[N:12]1([CH2:11][CH2:10][CH2:9][CH2:8][C:4]2[CH:3]=[C:2]([CH:7]=[CH:6][CH:5]=2)[O:1][CH2:18][C:19]2[CH:20]=[CH:21][C:22]3[O:26][C:25]([C:27]4[S:28][CH:29]=[CH:30][CH:31]=4)=[N:24][C:23]=3[CH:32]=2)[CH:16]=[CH:15][N:14]=[CH:13]1. Procedure details: In substantially the same manner as in Working Example 72, 1-[4-(3-hydroxyphenyl)butyl]imidazole was allowed to react with 5-chloromethyl-2-(2-thienyl)benzoxazole to give 5-[3-[4-(1-imidazolyl)butyl]phenoxymethyl]-2-(2-thienyl)benzoxazole. The yield was 70%. Recrystallization from ethyl acetate-hexane gave colorless prisms, mp 97-98° C. Starting materials: solution, C[Si](C1=NNC=C1C=1C=CC2=C(N(C3=C(S2)N=CC=N3)COC)C1)(C)C (8-(3-trimethylsilyl-pyrazol-4-yl)-10-methoxymethyl-10H-pyrazino(2,3-b][1,4]-benzothiazine), C(C)(=O)OCC (ethyl acetate), solution, [F-].C(CCC)[N+](CCCC)(CCCC)CCCC (tetrabutylammonium fluoride), Cl (hydrochloric acid). Solvent: O1CCCC1 (tetrahydrofuran), O1CCCC1 (tetrahydrofuran). Conditions: time 5 minute. The product is N1N=CC(=C1)C=1C=CC2=C(N(C3=C(S2)N=CC=N3)COC)C1 (8-(Pyrazol-4-yl)-10-methoxymethyl-10H-pyrazino[2,3-b][1,4]benzothiazine). Isolated yield 39.8%. Reaction SMILES: C[Si](C)(C)[C:3]1[C:7]([C:8]2[CH:9]=[CH:10][C:11]3[S:16][C:15]4[N:17]=[CH:18][CH:19]=[N:20][C:14]=4[N:13]([CH2:21][O:22][CH3:23])[C:12]=3[CH:24]=2)=[CH:6][NH:5][N:4]=1.[F-].C([N+](CCCC)(CCCC)CCCC)CCC.C(OCC)(=O)C.Cl>O1CCCC1>[NH:5]1[CH:6]=[C:7]([C:8]2[CH:9]=[CH:10][C:11]3[S:16][C:15]4[N:17]=[CH:18][CH:19]=[N:20][C:14]=4[N:13]([CH2:21][O:22][CH3:23])[C:12]=3[CH:24]=2)[CH:3]=[N:4]1 |f:1.2|. Reported procedure: 5 ml of a solution of 130 mg of 8-(3-trimethylsilyl-pyrazol-4-yl)-10-methoxymethyl-10H-pyrazino(2,3-b][1,4]-benzothiazine in tetrahydrofuran was stirred at room temperature and 1.1 ml of a 1M solution of tetrabutylammonium fluoride in tetrahydrofuran was added thereto. After stirring for 5 minutes, the reaction mixture was distributed into ethyl acetate and 1 N hydrochloric acid. The organic layer was extracted, washed with water and dried over anhydrous sodium sulfate. After distilling off the ... Starting materials: COc1cc(N=C=O)ccc1C#N, COC(=O)C(C)(N)c1ccc(O)cc1. The product is COc1cc(N2C(=O)NC(C)(c3ccc(O)cc3)C2=O)ccc1C#N. RXN SMILES: [C:1](#[N:2])[c:3]1[c:4]([O:12][CH3:13])[cH:5][c:6]([N:9]=[C:10]=[O:11])[cH:7][cH:8]1.[NH2:14][C:15]([C:16](=[O:17])[O:18][CH3:19])([CH3:20])[c:21]1[cH:22][cH:23][c:24]([OH:27])[cH:25][cH:26]1>>[C:1](#[N:2])[c:3]1[c:4]([O:12][CH3:13])[cH:5][c:6]([N:9]2[C:10](=[O:11])[NH:14][C:15]([CH3:20])([c:21]3[cH:22][cH:23][c:24]([OH:27])[cH:25][cH:26]3)[C:16]2=[O:17])[cH:7][cH:8]1. Starting materials: C(#N)C=1C=CC(=NC1)OC1=C2CCC(C2=CC=C1)=O (4-[(5-cyano-2-pyridinyl)oxy]-1-indanone), O (water). Reagents/catalysts: [Ni] (raney nickel). The solvent is C(=O)O (formic acid). The product is C(=O)C=1C=CC(=NC1)OC1=C2CCC(C2=CC=C1)=O (4-[(5-formyl-2-pyridinyl)oxy]-1-indanone). RXN SMILES: [C:1]([C:3]1[CH:4]=[CH:5][C:6]([O:9][C:10]2[CH:18]=[CH:17][CH:16]=[C:15]3[C:11]=2[CH2:12][CH2:13][C:14]3=[O:19])=[N:7][CH:8]=1)#N.[OH2:20]>C(O)=O.[Ni]>[CH:1]([C:3]1[CH:4]=[CH:5][C:6]([O:9][C:10]2[CH:18]=[CH:17][CH:16]=[C:15]3[C:11]=2[CH2:12][CH2:13][C:14]3=[O:19])=[N:7][CH:8]=1)=[O:20]. Reported procedure: To a solution prepared by suspending 4.6 g of 4-[(5-cyano-2-pyridinyl)oxy]-1-indanone obtained in Reference Example 59 in 4.4 ml of water and 11 ml of formic acid, 2.6 g of raney nickel was added at 60° C. Starting materials: O(C1=CC=CC=C1)CC(=O)NC1[C@@H]2N(C(=C(CS2)CO)C(=O)OC(C2=CC=CC=C2)C2=CC=CC=C2)C1=O (diphenylmethyl 7-phenoxyacetamido-3-hydroxymethyl-3-cephem-4-carboxylate), FC=1C=C(C=CC1F)O (3,4-difluorophenol). Product: FC=1C=C(OCC=2CS[C@H]3N(C2C(=O)OC(C2=CC=CC=C2)C2=CC=CC=C2)C(C3NC(COC3=CC=CC=C3)=O)=O)C=CC1F (Diphenylmethyl 3-(3,4-difluorophenoxy)methyl-7-phenoxyacetamido-3-cephem-4-carboxylate). Reaction SMILES: [O:1]([CH2:8][C:9]([NH:11][CH:12]1[C:37](=[O:38])[N:14]2[C:15]([C:21]([O:23][CH:24]([C:31]3[CH:36]=[CH:35][CH:34]=[CH:33][CH:32]=3)[C:25]3[CH:30]=[CH:29][CH:28]=[CH:27][CH:26]=3)=[O:22])=[C:16]([CH2:19][OH:20])[CH2:17][S:18][C@H:13]12)=[O:10])[C:2]1[CH:7]=[CH:6][CH:5]=[CH:4][CH:3]=1.[F:39][C:40]1[CH:41]=[C:42](O)[CH:43]=[CH:44][C:45]=1[F:46]>>[F:39][C:40]1[CH:41]=[C:42]([CH:43]=[CH:44][C:45]=1[F:46])[O:20][CH2:19][C:16]1[CH2:17][S:18][C@@H:13]2[CH:12]([NH:11][C:9](=[O:10])[CH2:8][O:1][C:2]3[CH:7]=[CH:6][CH:5]=[CH:4][CH:3]=3)[C:37](=[O:38])[N:14]2[C:15]=1[C:21]([O:23][CH:24]([C:25]1[CH:26]=[CH:27][CH:28]=[CH:29][CH:30]=1)[C:31]1[CH:36]=[CH:35][CH:34]=[CH:33][CH:32]=1)=[O:22]. Procedure details: The procedure described in Example 1(a) was repeated, but using 2.00 g of diphenylmethyl 7-phenoxyacetamido-3-hydroxymethyl-3-cephem-4-carboxylate and 3,4-difluorophenol, to afford 326 mg of the title compound as a powder. The reactants are compound 33b, C(C)OC(C(CC(C)C)C=1C=C(C=C(C1)C1CNCCC1)C1=CC=C(C=C1)C(F)(F)F)=O (4-Methyl-2-(5-piperidin-3-yl-4′-trifluoromethyl-biphenyl-3-yl)-pentanoic acid ethyl ester), ICCC(CC)Br (1-iodo-3-Bromopentane), C([O-])([O-])=O.[Cs+].[Cs+] (cesium carbonate). The solvent is CC#N (CH3CN). Conditions: temperature 78 celsius. The product is C(C)OC(C(CC(C)C)C=1C=C(C=C(C1)C1CN(CCC1)C(CC)CC)C1=CC=C(C=C1)C(F)(F)F)=O (2-{5-[1-(1-Ethyl-propyl)-piperidin-3-yl]-4′-trifluoromethyl-biphenyl-3-yl}-4-methyl-pentanoic acid ethyl ester). Isolated yield 75.0%. As a reaction SMILES: [CH2:1]([O:3][C:4](=[O:32])[CH:5]([C:10]1[CH:11]=[C:12]([C:22]2[CH:27]=[CH:26][C:25]([C:28]([F:31])([F:30])[F:29])=[CH:24][CH:23]=2)[CH:13]=[C:14]([CH:16]2[CH2:21][CH2:20][CH2:19][NH:18][CH2:17]2)[CH:15]=1)[CH2:6][CH:7]([CH3:9])[CH3:8])[CH3:2].I[CH2:34][CH2:35][CH:36](Br)[CH2:37][CH3:38].C(=O)([O-])[O-].[Cs+].[Cs+]>CC#N>[CH2:1]([O:3][C:4](=[O:32])[CH:5]([C:10]1[CH:11]=[C:12]([C:22]2[CH:23]=[CH:24][C:25]([C:28]([F:29])([F:30])[F:31])=[CH:26][CH:27]=2)[CH:13]=[C:14]([CH:16]2[CH2:21][CH2:20][CH2:19][N:18]([CH:36]([CH2:37][CH3:38])[CH2:35][CH3:34])[CH2:17]2)[CH:15]=1)[CH2:6][CH:7]([CH3:9])[CH3:8])[CH3:2] |f:2.3.4|. Procedure: To a solution of compound 33b, 4-Methyl-2-(5-piperidin-3-yl-4′-trifluoromethyl-biphenyl-3-yl)-pentanoic acid ethyl ester (42 mg, 0.093 mmol) in CH3CN (0.5 ml) was added 1-iodo-3-Bromopentane (21.0 mg, 0. 14 mmol) and cesium carbonate (61.0 mg, 0.186 mmol). The reaction was heated to 78° C. overnight. The subsequent addition of the reactants as described above and allowing the reaction to continue over a second night, resulted in ˜75% product: starting material. The reaction was cooled to room te... Reactants: [F-].[Cs+] (Cesium fluoride), IC1=C(C=CC(=C1)OC(F)(F)F)O (2-Iodo-4-(trifluoromethoxy)phenol), C(CCC)[Sn](C1=CN=NC=C1)(CCCC)CCCC (4-(tributylstannyl)pyridazine). The reagents and catalysts are [Cu]I (copper(I) iodide), C=1C=CC(=CC1)[P](C=2C=CC=CC2)(C=3C=CC=CC3)[Pd]([P](C=4C=CC=CC4)(C=5C=CC=CC5)C=6C=CC=CC6)([P](C=7C=CC=CC7)(C=8C=CC=CC8)C=9C=CC=CC9)[P](C=1C=CC=CC1)(C=1C=CC=CC1)C=1C=CC=CC1 (tetrakis(triphenylphosphine)palladium(0)). The solvent is CN(C=O)C (dimethylformamide). Run at temperature 45 celsius. Product: N1=NC=C(C=C1)C1=C(C=CC(=C1)OC(F)(F)F)O (2-Pyridazin-4-yl-4-(trifluoromethoxy)phenol), product. The yield is 46.0%. As a reaction SMILES: I[C:2]1[CH:7]=[C:6]([O:8][C:9]([F:12])([F:11])[F:10])[CH:5]=[CH:4][C:3]=1[OH:13].C([Sn](CCCC)(CCCC)[C:19]1[CH:24]=[CH:23][N:22]=[N:21][CH:20]=1)CCC.[F-].[Cs+]>CN(C)C=O.C1C=CC([P]([Pd]([P](C2C=CC=CC=2)(C2C=CC=CC=2)C2C=CC=CC=2)([P](C2C=CC=CC=2)(C2C=CC=CC=2)C2C=CC=CC=2)[P](C2C=CC=CC=2)(C2C=CC=CC=2)C2C=CC=CC=2)(C2C=CC=CC=2)C2C=CC=CC=2)=CC=1.[Cu]I>[N:21]1[CH:20]=[CH:19][C:24]([C:2]2[CH:7]=[C:6]([O:8][C:9]([F:12])([F:11])[F:10])[CH:5]=[CH:4][C:3]=2[OH:13])=[CH:23][N:22]=1 |f:2.3,^1:43,45,64,83|. Procedure details: 2-Iodo-4-(trifluoromethoxy)phenol (Preparation 29, 3.30 g, 9.99 mmol) and 4-(tributylstannyl)pyridazine (4.06 g, 11.0 mmol) were taken up in dimethylformamide (40 mL). Cesium fluoride (3.03 g, 20.0 mmol) was added followed by tetrakis(triphenylphosphine)palladium(0) (1.2 g, 1.0 mmol) and copper(I) iodide (380 mg, 2.0 mmol). The reaction mixture was evacuated and purged with argon (×5) then heated at 45° C. After 2 hours the reaction mixture was cooled and diluted with ethyl acetate and water. Th...